This data is from the Open Reaction Database (ORD), a public repository of structured organic reaction records. The task is: describe an organic reaction: reactants, conditions, products, and yield The reactants are CS(=O)(=O)Cl (methanesulfonyl chloride), C1CCOC1 (THF), C(C)(C)(C)OC(=O)NC(C(O)C(=O)OC(C)OCC)(C1=CC=CC=C1)C1=CC=CC=C1 (N-tertbutoxycarbonyl-O-(1-ethoxyethyl)-3,3-diphenylisoserine), solid, CC(C)([O-])C.[K+] (potassium tert-butoxide), C1CCOC1 (THF). Solvent: CCCCCC (hexane), C(C)(=O)OCC (ethyl acetate). Conditions: temperature 25 celsius, time 30 minute. The product is C(C)(C)(C)OC=1OC(C(C(N1)(C1=CC=CC=C1)C1=CC=CC=C1)OC(C)OCC)=O (2-tertbutoxy-4,4-diphenyl-5-(1-ethoxyethoxy)-4,5-dihydro-1,3-oxazin-6-one). Isolated yield 59.0%. RXN SMILES: [C:1]([O:5][C:6]([NH:8][C:9]([C:26]1[CH:31]=[CH:30][CH:29]=[CH:28][CH:27]=1)([C:20]1[CH:25]=[CH:24][CH:23]=[CH:22][CH:21]=1)[CH:10]([C:12]([O:14]C(OCC)C)=[O:13])[OH:11])=O)([CH3:4])([CH3:3])[CH3:2].CC(C)([O-])C.[K+].CS(Cl)(=O)=O.[CH2:43]1[CH2:47][O:46][CH2:45][CH2:44]1>CCCCCC.C(OCC)(=O)C>[C:1]([O:5][C:6]1[O:13][C:12](=[O:14])[CH:10]([O:11][CH:45]([O:46][CH2:47][CH3:43])[CH3:44])[C:9]([C:20]2[CH:21]=[CH:22][CH:23]=[CH:24][CH:25]=2)([C:26]2[CH:31]=[CH:30][CH:29]=[CH:28][CH:27]=2)[N:8]=1)([CH3:3])([CH3:2])[CH3:4] |f:1.2|. Procedure: To a solution of 497 mg (1.16 mmol) of N-tertbutoxycarbonyl-O-(1-ethoxyethyl)-3,3-diphenylisoserine (3) in 20 mL of THF is added 261 mg (2.33 mmol) of solid potassium tert-butoxide and the mixture is stirred at 25° C. for 30 min. A solution of 134 mg (1.16 mmol) of methanesulfonyl chloride in 3.2 mL of THF is added and the mixture is stirred at 25° C. for 1.5 hour. The mixture is diluted with 80 mL of hexane and ethyl acetate, and this solution is extracted with 20 mL of saturated aqueous sodium...